From a dataset of the Open Reaction Database (ORD), a public repository of structured organic reaction records. describe an organic reaction: reactants, conditions, products, and yield Starting materials: COc1ccccc1-c1ccc2cnc(S(C)=O)nn12, CC(=O)N1CCCCc2ccc(N)cc21, O=C(O)C(F)(F)F. Yields the product COc1ccccc1-c1ccc2cnc(Nc3ccc4c(c3)N(C(C)=O)CCCC4)nn12. RXN SMILES: [CH3:8][S:9](=[O:10])[c:11]1[n:12][n:13]2[c:14]([cH:15][n:16]1)[cH:17][cH:18][c:19]2-[c:20]1[c:21]([O:26][CH3:27])[cH:22][cH:23][cH:24][cH:25]1.[NH2:28][c:29]1[cH:30][c:31]2[c:32]([cH:41][cH:42]1)[CH2:33][CH2:34][CH2:35][CH2:36][N:37]2[C:38]([CH3:39])=[O:40].[OH:1][C:2]([C:3]([F:4])([F:5])[F:6])=[O:7]>>[c:11]1([NH:28][c:29]2[cH:30][c:31]3[c:32]([cH:41][cH:42]2)[CH2:33][CH2:34][CH2:35][CH2:36][N:37]3[C:38]([CH3:39])=[O:40])[n:12][n:13]2[c:14]([cH:15][n:16]1)[cH:17][cH:18][c:19]2-[c:20]1[c:21]([O:26][CH3:27])[cH:22][cH:23][cH:24][cH:25]1. Reactants: C(C(C)=C)Cl (Methallyl chloride), S(O)(O)(=O)=O (sulphuric acid), C1(=CC=CC=C1)C (toluene). The product is CC(CCl)(C)C1=CC=C(C=C1)C (2-methyl-2-(p-tolyl)-propyl chloride). The yield is 85.0%. As a reaction SMILES: [CH2:1]([Cl:5])[C:2](=[CH2:4])[CH3:3].S(=O)(=O)(O)O.[C:11]1([CH3:17])[CH:16]=[CH:15][CH:14]=[CH:13][CH:12]=1>>[CH3:4][C:2]([C:14]1[CH:15]=[CH:16][C:11]([CH3:17])=[CH:12][CH:13]=1)([CH3:3])[CH2:1][Cl:5]. Reported procedure: 24 g Methallyl chloride is added to a mixture of 92 g toluene and 49 g concentrated sulphuric acid, keeping the temperature at 40° C. No exothermal reaction occurs. Subsequently the reaction mixture is stirred during half an hour, after which the layers are separated. The organic layer is washed neutral with soda solution, dried on MgSO4 and evaporated. The residue is distilled under diminished pressure to obtain 2-methyl-2-(p-tolyl)-propyl chloride (p-methyl-neophyl chloride) in a yield of 85%. Yields the product CC(C)(C)[Si](OCCOCC(Oc1ncnc2c1cnn2-c1ncccc1Cl)C(=O)Nc1ccc(C#N)cn1)(c1ccccc1)c1ccccc1. The reactants are COC(=O)C(COCCO[Si](c1ccccc1)(c1ccccc1)C(C)(C)C)Oc1ncnc2c1cnn2-c1ncccc1Cl, C[Al](C)C, Cc1ccccc1, N#Cc1ccc(N)nc1. As a reaction SMILES: [C:14]([CH3:15])([CH3:16])([CH3:17])[Si:18]([O:19][CH2:20][CH2:21][O:22][CH2:23][CH:24]([C:25](=[O:26])[O:27][CH3:28])[O:29][c:30]1[c:31]2[c:32]([n:33][cH:34][n:35]1)[n:36](-[c:39]1[n:40][cH:41][cH:42][cH:43][c:44]1[Cl:45])[n:37][cH:38]2)([c:46]1[cH:47][cH:48][cH:49][cH:50][cH:51]1)[c:52]1[cH:53][cH:54][cH:55][cH:56][cH:57]1.[CH3:1][Al:2]([CH3:3])[CH3:4].[CH3:58][c:59]1[cH:60][cH:61][cH:62][cH:63][cH:64]1.[NH2:5][c:6]1[n:7][cH:8][c:9]([C:10]#[N:11])[cH:12][cH:13]1>>[NH:5]([c:6]1[n:7][cH:8][c:9]([C:10]#[N:11])[cH:12][cH:13]1)[C:25]([CH:24]([CH2:23][O:22][CH2:21][CH2:20][O:19][Si:18]([C:14]([CH3:15])([CH3:16])[CH3:17])([c:46]1[cH:47][cH:48][cH:49][cH:50][cH:51]1)[c:52]1[cH:53][cH:54][cH:55][cH:56][cH:57]1)[O:29][c:30]1[c:31]2[c:32]([n:33][cH:34][n:35]1)[n:36](-[c:39]1[n:40][cH:41][cH:42][cH:43][c:44]1[Cl:45])[n:37][cH:38]2)=[O:26]. Starting materials: Cl.CN1CCC2=C(CC1)C=C(C(=C2)S(=O)(=O)C)OC (3-methyl-8-methoxy-7-methylsulfonyl-2,3,4,5-tetrahydro-1H-3benzazepine hydrochloride), Br (hydrobromic acid). The product is Br.OC=1C(=CC2=C(CCN(CC2)C)C1)S(=O)(=O)C (8-hydroxy-3-methyl-7-methylsulfonyl-2,3,4,5-tetrahydro-1H-3-benzazepine hydrobromide). Reported procedure: Following the procedure of Example 4, 3-methyl-8-methoxy-7-methylsulfonyl-2,3,4,5-tetrahydro-1H-3benzazepine hydrochloride was reacted with 48% hydrobromic acid to give 8-hydroxy-3-methyl-7-methylsulfonyl-2,3,4,5-tetrahydro-1H-3-benzazepine hydrobromide, m.p. 310° (decomp.). Reaction SMILES: Cl.[CH3:2][N:3]1[CH2:9][CH2:8][C:7]2[CH:10]=[C:11]([O:18]C)[C:12]([S:14]([CH3:17])(=[O:16])=[O:15])=[CH:13][C:6]=2[CH2:5][CH2:4]1.[BrH:20]>>[BrH:20].[OH:18][C:11]1[C:12]([S:14]([CH3:17])(=[O:16])=[O:15])=[CH:13][C:6]2[CH2:5][CH2:4][N:3]([CH3:2])[CH2:9][CH2:8][C:7]=2[CH:10]=1 |f:0.1,3.4|. Starting materials: O=C([O-])[O-], COc1ccccc1N1CCNCC1, CN(C)C=O, Cc1c(-c2ccccc2)oc2c(CS(=O)(=O)CCCl)cccc2c1=O, [K+], [K+], O. The product is COc1ccccc1N1CCN(CCS(=O)(=O)Cc2cccc3c(=O)c(C)c(-c4ccccc4)oc23)CC1, Cl. As a reaction SMILES: [C:40](=[O:41])([O-:42])[O-:43].[CH3:26][O:27][c:28]1[c:29]([N:34]2[CH2:35][CH2:36][NH:37][CH2:38][CH2:39]2)[cH:30][cH:31][cH:32][cH:33]1.[CH3:47][N:48]([CH3:49])[CH:50]=[O:51].[Cl:1][CH2:2][CH2:3][S:4](=[O:5])(=[O:6])[CH2:7][c:8]1[cH:9][cH:10][cH:11][c:12]2[c:13](=[O:25])[c:14]([CH3:24])[c:15](-[c:18]3[cH:19][cH:20][cH:21][cH:22][cH:23]3)[o:16][c:17]12.[K+:44].[K+:45].[OH2:46]>>[CH2:2]([CH2:3][S:4](=[O:5])(=[O:6])[CH2:7][c:8]1[cH:9][cH:10][cH:11][c:12]2[c:13](=[O:25])[c:14]([CH3:24])[c:15](-[c:18]3[cH:19][cH:20][cH:21][cH:22][cH:23]3)[o:16][c:17]12)[N:37]1[CH2:36][CH2:35][N:34]([c:29]2[c:28]([O:27][CH3:26])[cH:33][cH:32][cH:31][cH:30]2)[CH2:39][CH2:38]1.[ClH:1]. Starting materials: N1(C=NC=C1)CCO (2-(1-imidazolyl)ethanol), S1C(=CC=C1)CC(=O)O (thiolacetic acid), C1(=CC=CC=C1)P(C1=CC=CC=C1)C1=CC=CC=C1 (triphenylphosphine), N(=NC(=O)OC(C)C)C(=O)OC(C)C (diisopropyl azodicarboxylate). Product: N1(C=NC=C1)CCOC(C)=S (2-(1-imidazolyl)ethylthioacetate). Reaction SMILES: [N:1]1([CH2:6][CH2:7][OH:8])[CH:5]=[CH:4][N:3]=[CH:2]1.C1(P(C2C=CC=CC=2)C2C=CC=CC=2)C=CC=CC=1.N(C(OC(C)C)=O)=NC(OC(C)C)=O.[S:42]1C=C[CH:44]=[C:43]1CC(O)=O>>[N:1]1([CH2:6][CH2:7][O:8][C:43](=[S:42])[CH3:44])[CH:5]=[CH:4][N:3]=[CH:2]1. Reported procedure: 2-(1-Imidazolyl)ethanethiolacetate can be prepared by a method similar to that described in Example 11 for the preparation of the starting material, but starting from 2-(1-imidazolyl)ethanol (15 g), triphenylphosphine (70.2 g), diisopropyl azodicarboxylate (55.8 cc) and thiolacetic acid (21 cc). After purification by "flash" chromatography [eluent: methylene chloride (1500 c), followed by ethyl acetate-methanol (80-20 by volume)], 100-cc fractions being collected, and concentrating fractions 21 ... Yields the product CCOC(=O)CC(O)C(C)Oc1ccc(Oc2ccc(C(F)(F)F)cc2)cc1. The reactants are [BH4-], CCO, ClCCl, CCOC(=O)CC(=O)C(C)Oc1ccc(Oc2ccc(C(F)(F)F)cc2)cc1, [Na+]. RXN SMILES: [BH4-:29].[CH3:31][CH2:32][OH:33].[Cl:34][CH2:35][Cl:36].[F:1][C:2]([c:3]1[cH:4][cH:5][c:6]([O:7][c:8]2[cH:9][cH:10][c:11]([O:12][CH:13]([C:14]([CH2:15][C:16](=[O:17])[O:18][CH2:19][CH3:20])=[O:21])[CH3:22])[cH:23][cH:24]2)[cH:25][cH:26]1)([F:27])[F:28].[Na+:30]>>[F:1][C:2]([c:3]1[cH:4][cH:5][c:6]([O:7][c:8]2[cH:9][cH:10][c:11]([O:12][CH:13]([CH:14]([CH2:15][C:16](=[O:17])[O:18][CH2:19][CH3:20])[OH:21])[CH3:22])[cH:23][cH:24]2)[cH:25][cH:26]1)([F:27])[F:28].